Dataset: the Open Reaction Database (ORD), a public repository of structured organic reaction records. Task: describe an organic reaction: reactants, conditions, products, and yield The reactants are C(CCCCCCC)S (n-octylmercaptan), OO (Hydrogen peroxide), CC1=CCC2CC1C2(C)C (Alpha-pinene), SC=1SC(=NN1)S (2,5-dimercapto-1,3,4-thiadiazole). Solvent: C(C)(C)O (Isopropanol). Run at temperature 155 celsius, time 8 hour. Yields the product C12C(CCC(C1(C)C)C2)(C)SC=2SC(=NN2)SSCCCCCCCC (2-(2-Pinanylthio)-5-(octyldithio)-1,3,4-thiadiazole). Reaction SMILES: [CH3:1][C:2]1[CH:7]2[C:8]([CH3:10])([CH3:9])[CH:5]([CH2:6]2)[CH2:4][CH:3]=1.[SH:11][C:12]1[S:13][C:14]([SH:17])=[N:15][N:16]=1.[CH2:18]([SH:26])[CH2:19][CH2:20][CH2:21][CH2:22][CH2:23][CH2:24][CH3:25].OO>C(O)(C)C>[CH:7]12[CH2:6][CH:5]([C:8]1([CH3:10])[CH3:9])[CH2:4][CH2:3][C:2]2([S:11][C:12]1[S:13][C:14]([S:17][S:26][CH2:18][CH2:19][CH2:20][CH2:21][CH2:22][CH2:23][CH2:24][CH3:25])=[N:15][N:16]=1)[CH3:1]. Procedure details: Alpha-pinene (38 g, 0.28 mol) and 2,5-dimercapto-1,3,4-thiadiazole (40 g, 0.27 mol) were charged to the reaction flask and cautiously heated to 155° C. since the reaction was exothermic. The reaction was maintained at 155° C. for 15 min. and then cooled. Isopropanol (32 g) and n-octylmercaptan (43.7 g, 0.30 mol) were charged. Hydrogen peroxide, 35% (60 g, 0.62 mol) was added slowly while maintaining the temperature at 40°-50° C. The reaction was then allowed to stand overnight. The product was e... Reported procedure: To a flask containing N-cyclopropyl-4-(4-morpholinylmethyl)aniline (0.55 g) from Preparation No. 23 is added diethyl ethoxymethylenemalonate (0.45 mL) and pyridine (0.33 mL). The flask is tightly capped and heated to 145° C. for 2 hours. The reaction is cooled to room temperature and azeotroped under reduced pressure with toluene (3×). The residue is dissolved in dichloromethane and washed with brine, dried and concentrated under reduced pressure. The residue is chromatographed on silica eluting... Reaction conditions: temperature 145 celsius. Run in N1=CC=CC=C1 (pyridine). As a reaction SMILES: [CH:1]1([NH:4][C:5]2[CH:10]=[CH:9][C:8]([CH2:11][N:12]3[CH2:17][CH2:16][O:15][CH2:14][CH2:13]3)=[CH:7][CH:6]=2)[CH2:3][CH2:2]1.C(O[CH:21]=[C:22]([C:28]([O:30][CH2:31][CH3:32])=[O:29])[C:23]([O:25][CH2:26][CH3:27])=[O:24])C>N1C=CC=CC=1>[CH:1]1([N:4]([CH:21]=[C:22]([C:23]([O:25][CH2:26][CH3:27])=[O:24])[C:28]([O:30][CH2:31][CH3:32])=[O:29])[C:5]2[CH:6]=[CH:7][C:8]([CH2:11][N:12]3[CH2:13][CH2:14][O:15][CH2:16][CH2:17]3)=[CH:9][CH:10]=2)[CH2:3][CH2:2]1. The reactants are C1(CC1)NC1=CC=C(C=C1)CN1CCOCC1 (N-cyclopropyl-4-(4-morpholinylmethyl)aniline), C(C)OC=C(C(=O)OCC)C(=O)OCC (diethyl ethoxymethylenemalonate). The product is C1(CC1)N(C1=CC=C(C=C1)CN1CCOCC1)C=C(C(=O)OCC)C(=O)OCC (Diethyl 2-{[cyclopropyl-4-(4-morpholinylmethyl)anilino]methylene}malonate). Starting materials: [BH4-], CO, Cl, [Li+], Cc1ccc(C=Nn2c(=O)c(C3=NS(=O)(=O)c4ccccc4N3)c(O)c3ccccc32)cc1, C1CCOC1, O. Yields the product Cc1ccc(CNn2c(=O)c(C3=NS(=O)(=O)c4ccccc4N3)c(O)c3ccccc32)cc1. As a reaction SMILES: [BH4-:36].[CH3:34][OH:35].[ClH:38].[Li+:37].[O:1]=[S:2]1(=[O:33])[N:3]=[C:4]([c:12]2[c:13](=[O:32])[n:14]([N:23]=[CH:24][c:25]3[cH:26][cH:27][c:28]([CH3:31])[cH:29][cH:30]3)[c:15]3[cH:16][cH:17][cH:18][cH:19][c:20]3[c:21]2[OH:22])[NH:5][c:6]2[c:7]1[cH:8][cH:9][cH:10][cH:11]2.[O:39]1[CH2:40][CH2:41][CH2:42][CH2:43]1.[OH2:44]>>[O:1]=[S:2]1(=[O:33])[N:3]=[C:4]([c:12]2[c:13](=[O:32])[n:14]([NH:23][CH2:24][c:25]3[cH:26][cH:27][c:28]([CH3:31])[cH:29][cH:30]3)[c:15]3[cH:16][cH:17][cH:18][cH:19][c:20]3[c:21]2[OH:22])[NH:5][c:6]2[c:7]1[cH:8][cH:9][cH:10][cH:11]2. The reactants are N1CCC(CC1)N1C=CC2=CC=CC=C12 (1-(4-piperidinyl)-1H-indole), CC(C)NC(C)C (N-(1-methylethyl)-2-propanamine), BrCCC1=C(N=C2N(C1=O)C=C(N2C)C)C (6-(2-bromoethyl)-1,2,7-trimethyl-1H,5H-imidazo[1,2-a]pyrimidin-5-one). The solvent is C(C)O (ethanol). Yields the product N1(C=CC2=CC=CC=C12)C1CCN(CC1)CCC1=C(N=C2N(C1=O)C=C(N2C)C)C (6-[2-[4-(1H-indol-1-yl)-1-piperidinyl]ethyl]-1,2,7-trimethylimidazo[1,2-a]pyrimidin-5(1H)-one). Isolated yield 62.0%. RXN SMILES: Br[CH2:2][CH2:3][C:4]1[C:9](=[O:10])[N:8]2[CH:11]=[C:12]([CH3:15])[N:13]([CH3:14])[C:7]2=[N:6][C:5]=1[CH3:16].[NH:17]1[CH2:22][CH2:21][CH:20]([N:23]2[C:31]3[C:26](=[CH:27][CH:28]=[CH:29][CH:30]=3)[CH:25]=[CH:24]2)[CH2:19][CH2:18]1.CC(NC(C)C)C>C(O)C>[N:23]1([CH:20]2[CH2:21][CH2:22][N:17]([CH2:2][CH2:3][C:4]3[C:9](=[O:10])[N:8]4[CH:11]=[C:12]([CH3:15])[N:13]([CH3:14])[C:7]4=[N:6][C:5]=3[CH3:16])[CH2:18][CH2:19]2)[C:31]2[C:26](=[CH:27][CH:28]=[CH:29][CH:30]=2)[CH:25]=[CH:24]1. Reported procedure: A mixture of 6-(2-bromoethyl)-1,2,7-trimethyl-1H,5H-imidazo[1,2-a]pyrimidin-5-one (8.85 g), prepared as described in EP-0,378,255, 1-(4-piperidinyl)-1H-indole (2 g) and N-(1-methylethyl)-2-propanamine (1.2 g) in ethanol (100 ml) was stirred and refluxed for 6 hours. The solvent was evaporated and the residue was stirred in water and subsequently extracted with CH2Cl2. The separated organic layer was dried, filtered and the solvent was evaporated. The residue was purified by column chromatography...